Dataset: the Open Reaction Database (ORD), a public repository of structured organic reaction records. Task: describe an organic reaction: reactants, conditions, products, and yield Reactants: S(=O)(Cl)Cl (thionyl chloride), C1(=CC=CC=C1)P(C1=CC=CC=C1)(C1=CC=CC=C1)=S (triphenylphosphine sulfide), C(O)([O-])=O.[Na+] (sodium hydrogen carbonate). The solvent is C(C)(=O)OCC (ethyl acetate). Run at time 2 hour. Yields the product C1(=CC=CC=C1)P(C1=CC=CC=C1)(C1=CC=CC=C1)=O (triphenylphosphine oxide). As a reaction SMILES: [C:1]1([P:7](=S)([C:14]2[CH:19]=[CH:18][CH:17]=[CH:16][CH:15]=2)[C:8]2[CH:13]=[CH:12][CH:11]=[CH:10][CH:9]=2)[CH:6]=[CH:5][CH:4]=[CH:3][CH:2]=1.S(Cl)(Cl)=[O:22].C(=O)([O-])O.[Na+]>C(OCC)(=O)C>[C:1]1([P:7](=[O:22])([C:14]2[CH:19]=[CH:18][CH:17]=[CH:16][CH:15]=2)[C:8]2[CH:13]=[CH:12][CH:11]=[CH:10][CH:9]=2)[CH:6]=[CH:5][CH:4]=[CH:3][CH:2]=1 |f:2.3|. Reported procedure: To a mixture of triphenylphosphine sulfide (0.3 g) and ethyl acetate (10 ml) is added thionyl chloride (0.16 ml) at room temperature, and the mixture is stirred for 2 hours at the same temperature. The reaction mixture is shaken with aqueous 6% sodium hydrogen carbonate (20 ml) and the resulting mass is stirred for another 2 hours. The organic layer which forms on standing for a while is taken, washed with water, filtered to remove a solid mass and concentrated to dryness. The residue is crystal... Starting materials: C(C)(C)(C)OC(C[C@@H](C=1C=NC=C(C1)C#CC1=CC(=CC=C1)O)NC(=O)[C@H]1CN(CCC1)C(CCC1CCN(CC1)C(=O)OC(C)(C)C)=O)=O (Tert-butyl 4-{3-[(3R)-3-{[(1S)-3-tert-butoxy-1-{5-[(3-hydroxyphenyl)ethynyl]pyridin-3-yl}-3-oxopropyl]carbamoyl}piperidin-1-yl]-3-oxopropyl}piperidine-1-carboxylate), CN(C=O)C (N,N-dimethylformamide), C([O-])([O-])=O.[Cs+].[Cs+] (cesium carbonate), CC1=CC=C(C=C1)S(=O)(=O)[O-] (4-methylbenzenesulfonate), C([O-])([O-])=O.[Cs+].[Cs+] (Cesium carbonate), CC1=CC=C(C=C1)S(=O)(=O)[O-] (4-methylbenzenesulfonate). Conditions: time 4 hour. The product is C(C)(C)(C)OC(C[C@@H](C=1C=NC=C(C1)C#CC1=CC(=CC=C1)OCCOS(=O)(=O)C1=CC=C(C=C1)C)NC(=O)[C@H]1CN(CCC1)C(CCC1CCN(CC1)C(=O)OC(C)(C)C)=O)=O (tert-butyl 4-{3-[(3R)-3-{[(1S)-3-tert-butoxy-1-(5-{[3-(2-{[(4-methylphenyl)sulfonyl]oxy}ethoxy)phenyl]ethynyl}pyridin-3-yl)-3-oxopropyl]carbamoyl}piperidin-1-yl]-3-oxopropyl}piperidine-1-carboxylate). Reaction SMILES: [C:1]([O:5][C:6](=[O:50])[CH2:7][C@H:8]([NH:24][C:25]([C@@H:27]1[CH2:32][CH2:31][CH2:30][N:29]([C:33](=[O:49])[CH2:34][CH2:35][CH:36]2[CH2:41][CH2:40][N:39]([C:42]([O:44][C:45]([CH3:48])([CH3:47])[CH3:46])=[O:43])[CH2:38][CH2:37]2)[CH2:28]1)=[O:26])[C:9]1[CH:10]=[N:11][CH:12]=[C:13]([C:15]#[C:16][C:17]2[CH:22]=[CH:21][CH:20]=[C:19]([OH:23])[CH:18]=2)[CH:14]=1)([CH3:4])([CH3:3])[CH3:2].[C:51](=[O:54])([O-])[O-].[Cs+].[Cs+].[CH3:57][C:58]1[CH:63]=[CH:62][C:61]([S:64]([O-:67])(=O)=[O:65])=[CH:60][CH:59]=1.[CH3:68]N(C)C=O>>[C:1]([O:5][C:6](=[O:50])[CH2:7][C@H:8]([NH:24][C:25]([C@@H:27]1[CH2:32][CH2:31][CH2:30][N:29]([C:33](=[O:49])[CH2:34][CH2:35][CH:36]2[CH2:41][CH2:40][N:39]([C:42]([O:44][C:45]([CH3:48])([CH3:47])[CH3:46])=[O:43])[CH2:38][CH2:37]2)[CH2:28]1)=[O:26])[C:9]1[CH:10]=[N:11][CH:12]=[C:13]([C:15]#[C:16][C:17]2[CH:22]=[CH:21][CH:20]=[C:19]([O:23][CH2:68][CH2:51][O:54][S:64]([C:61]3[CH:62]=[CH:63][C:58]([CH3:57])=[CH:59][CH:60]=3)(=[O:67])=[O:65])[CH:18]=2)[CH:14]=1)([CH3:3])([CH3:2])[CH3:4] |f:1.2.3|. Procedure details: Tert-butyl 4-{3-[(3R)-3-{[(1S)-3-tert-butoxy-1-{5-[(3-hydroxyphenyl)ethynyl]pyridin-3-yl}-3-oxopropyl]carbamoyl}piperidin-1-yl]-3-oxopropyl}piperidine-1-carboxylate (40 mg, 0.06 mmol) was dissolved in N,N-dimethylformamide (6.7 mL). Cesium carbonate (47 mg, 0.15 mmol) and ethane-1,2-diyl bis(4-methylbenzenesulfonate (32 mg, 0.09 mmol) were added. The mixture was stirred at room temperature for 4 hours and stored for 72 hours at 5° C. The addition of cesium carbonate (47 mg, 0.15 mmol) and ethane... The reactants are CN1CCNCC1 (1-methyl piperazine), CN1CCN(CC1)CCCNC(=O)C1=CC2=C(NC(=N2)C=2N=NC3=CC=CCC23)C=C1 (2-(4H-indazol-3-yl)-1H-benzoimidazole-5-carboxylic acid [3-(4-methyl-piperazin-1-yl)-propyl]-amide). Yields the product CN1CCN(CC1)CCCNC(=O)C1=CC2=C(NC(=N2)C2=NNC3=CC=CC=C23)C=C1 (2-(1H-Indazol-3-yl)-1H-benzoimidazole-5-carboxylic acid [3-(4-methyl-piperazin-1-yl)-propyl]-amide). Reaction SMILES: CN1CCNCC1.[CH3:8][N:9]1[CH2:14][CH2:13][N:12]([CH2:15][CH2:16][CH2:17][NH:18][C:19]([C:21]2[CH:38]=[CH:37][C:24]3[NH:25][C:26]([C:28]4[N:29]=[N:30][C:31]5[C:36]=4[CH2:35][CH:34]=[CH:33][CH:32]=5)=[N:27][C:23]=3[CH:22]=2)=[O:20])[CH2:11][CH2:10]1>>[CH3:8][N:9]1[CH2:14][CH2:13][N:12]([CH2:15][CH2:16][CH2:17][NH:18][C:19]([C:21]2[CH:38]=[CH:37][C:24]3[NH:25][C:26]([C:28]4[C:36]5[C:31](=[CH:32][CH:33]=[CH:34][CH:35]=5)[NH:30][N:29]=4)=[N:27][C:23]=3[CH:22]=2)=[O:20])[CH2:11][CH2:10]1. Procedure: By proceeding in a manner similar to Example 246(ab) above but using 443-(aminopropyl))-1-methyl piperazine there was prepared 2-(4H-indazol-3-yl)-1H-benzoimidazole-5-carboxylic acid [3-(4-methyl-piperazin-1-yl)-propyl]-amide as an oil. MS: 416.21 (M+H)+. HPLC (Method L): RT=4.46 minutes. Reactants: B(Br)(Br)Br (boron tribromide), solution, BrC1=C(C=C(C=C1)OC)N1C(N(C(NC1=O)=O)C)=O (1-(2-bromo-5-methoxyphenyl)-3-methyl-s-triazine-2,4,6-(1H, 3H, 5H)-trione). Solvent: C(Cl)Cl (methylene chloride), C(Cl)Cl (methylene chloride), C(Cl)Cl (methylene chloride). Reaction conditions: time 1 hour. Yields the product BrC1=C(C=C(C=C1)O)N1C(N(C(NC1=O)=O)C)=O (1-(2-Bromo-5-hydroxyphenyl)-3-methyl-s-triazine-2,4,6-(1H,3H,5H)-trione). Reaction SMILES: B(Br)(Br)Br.[Br:5][C:6]1[CH:11]=[CH:10][C:9]([O:12]C)=[CH:8][C:7]=1[N:14]1[C:19](=[O:20])[NH:18][C:17](=[O:21])[N:16]([CH3:22])[C:15]1=[O:23]>C(Cl)Cl>[Br:5][C:6]1[CH:11]=[CH:10][C:9]([OH:12])=[CH:8][C:7]=1[N:14]1[C:19](=[O:20])[NH:18][C:17](=[O:21])[N:16]([CH3:22])[C:15]1=[O:23]. Procedure details: A solution of boron tribromide in methylene chloride (98.75 mL of a 1M solution in methylene chloride) is added to a mixture of 1-(2-bromo-5-methoxyphenyl)-3-methyl-s-triazine-2,4,6-(1H, 3H, 5H)-trione (14.4 g, 0.438 mol) in methylene chloride at 0° C. The reaction mixture is stirred at room temperature for 1 hour and filtered to obtain a solid. The solid is washed with water and air-dried to give the title product as a white solid, mp 265°-270° C. Reactants: COC1=C(C=C(C=C1C)NC1(CCC1)CC(=O)O)C (2-(1-(4-methoxy-3,5-dimethylphenylamino)cyclobutyl)acetic acid), polyphosphoric acid, O (water). The solvent is C1(=CC=CC=C1)C (toluene). Yields the product COC=1C(=C2C(CC3(NC2=CC1C)CCC3)=O)C (6′-methoxy-5′,7′-dimethyl-1′H-spiro[cyclobutane-1,2′-quinolin]-4′(3′H)-one). The yield is 165.1%. As a reaction SMILES: [CH3:1][O:2][C:3]1[C:8]([CH3:9])=[CH:7][C:6]([NH:10][C:11]2([CH2:15][C:16]([OH:18])=O)[CH2:14][CH2:13][CH2:12]2)=[CH:5][C:4]=1[CH3:19].O>C1(C)C=CC=CC=1>[CH3:1][O:2][C:3]1[C:4]([CH3:19])=[C:5]2[C:6](=[CH:7][C:8]=1[CH3:9])[NH:10][C:11]1([CH2:12][CH2:13][CH2:14]1)[CH2:15][C:16]2=[O:18]. Procedure details: To a solution of 2-(1-(4-methoxy-3,5-dimethylphenylamino)cyclobutyl)acetic acid (650 mg) in 10 mL toluene was added a large excess of polyphosphoric acid. The mixture was refluxed for 30 minutes, water was added, and the solution was extracted with ethyl acetate (3×20 mL). The combined organic layers were dried over Na2SO4 and the solvent was removed by evaporation, giving 6′-methoxy-5′,7′-dimethyl-1′H-spiro[cyclobutane-1,2′-quinolin]-4′(3′H)-one as a yellow solid (1 g). 1H-NMR (300 MHz, CDCl3) ... Starting materials: C1(CC1)NC1=NC(=NC(=N1)Cl)N (2-cyclopropylamino-4-chloro-6-amino-s-triazine), N (ammonia). Run in O1CCOCC1 (dioxane). Conditions: temperature 140 celsius. The product is C1(CC1)NC1=NC(=NC(=N1)N)N (2-cyclopropylamino-4,6-diamino-s-triazine). Isolated yield 55.8%. RXN SMILES: [CH:1]1([NH:4][C:5]2[N:10]=[C:9](Cl)[N:8]=[C:7]([NH2:12])[N:6]=2)[CH2:3][CH2:2]1.[NH3:13]>O1CCOCC1>[CH:1]1([NH:4][C:5]2[N:10]=[C:9]([NH2:13])[N:8]=[C:7]([NH2:12])[N:6]=2)[CH2:3][CH2:2]1. Reported procedure: A mixture of 100 g of 2-cyclopropylamino-4-chloro-6-amino-s-triazine, 51 g of anhydrous ammonia and 500 ml of dioxane is heated for 24 hours in an autoclave at 140° C. After cooling to room temperature the solvent is removed by water jet vacuum distillation. 300 ml of water are added to the residue. After stirring, the residue product is filtered off and recrystallised from boiling ethanol. 50 g of 2-cyclopropylamino-4,6-diamino-s-triazine are obtained. Melting point: 219°-222° C. The reactants are ClC1=CC=C(C(=O)Cl)C=C1 (p-chlorobenzoyl chloride), aqueous solution, [Cl-].[NH4+] (ammonium chloride), product, C(C)(C)(C)OC(=O)N(C)CC1CCSC=2NC3=CC=CC=C3C21 (4-(N-t-Butoxycarbonyl-N-methylaminomethyl)2,3,4,9-tetrahydrothiopyrano[2,3-b]indole), suspension, [H-].[Na+] (sodium hydride). The solvent is CN(C=O)C (dimethylformamide), CN(C=O)C (dimethylformamide). Reaction conditions: time 30 minute. The product is C(C)(C)(C)OC(=O)N(C)CC1CCSC=2N(C3=CC=CC=C3C21)C(C2=CC=C(C=C2)Cl)=O (4-(N-t-butoxycarbonyl-N-methylaminomethyl)-9-(p-chlorobenzoyl)-2,3,4,9-tetrahydrothiopyrano[2,3-b]indole). Reaction SMILES: [C:1]([O:5][C:6]([N:8]([CH2:10][CH:11]1[C:23]2[C:22]3[C:17](=[CH:18][CH:19]=[CH:20][CH:21]=3)[NH:16][C:15]=2[S:14][CH2:13][CH2:12]1)[CH3:9])=[O:7])([CH3:4])([CH3:3])[CH3:2].[H-].[Na+].[Cl:26][C:27]1[CH:35]=[CH:34][C:30]([C:31](Cl)=[O:32])=[CH:29][CH:28]=1.[Cl-].[NH4+]>CN(C)C=O>[C:1]([O:5][C:6]([N:8]([CH2:10][CH:11]1[C:23]2[C:22]3[C:17](=[CH:18][CH:19]=[CH:20][CH:21]=3)[N:16]([C:31](=[O:32])[C:30]3[CH:34]=[CH:35][C:27]([Cl:26])=[CH:28][CH:29]=3)[C:15]=2[S:14][CH2:13][CH2:12]1)[CH3:9])=[O:7])([CH3:4])([CH3:2])[CH3:3] |f:1.2,4.5|. Reported procedure: To a solution of the product (333 mg) of the above (1) in dimethylformamide (8 ml) is added a 50% suspension (58 mg) of sodium hydride in mineral oil. The mixture is stirred at room temperature for 1 hour and further at 40°-50° C. for 30 minutes. After addition of a solution of p-chlorobenzoyl chloride (210 mg) in dimethylformamide (2 ml) under ice-cooling, the mixture is further stirred at room temperature for 2 hours. A 10% aqueous solution of ammonium chloride (10 ml) is added thereto under i... Starting materials: O=C([O-])C(O)C(O)C(=O)[O-], CCOC(=O)c1cnc(SC)nc1, CCOC(C)=O, O=C(OO)c1cccc(Cl)c1, ClCCl, [K+], Nc1ccccc1, [Na+]. Yields the product CCOC(=O)c1cnc(Nc2ccccc2)nc1. Reaction SMILES: [C:35]([CH:36]([CH:37]([C:38]([O-:39])=[O:40])[OH:41])[OH:42])([O-:43])=[O:44].[CH3:1][S:2][c:3]1[n:4][cH:5][c:6]([C:9](=[O:10])[O:11][CH2:12][CH3:13])[cH:7][n:8]1.[CH3:47][CH2:48][O:49][C:50](=[O:51])[CH3:52].[Cl:14][c:15]1[cH:16][cH:17][cH:18][c:19]([C:20]([O:21][OH:22])=[O:23])[cH:24]1.[Cl:32][CH2:33][Cl:34].[K+:46].[NH2:25][c:26]1[cH:27][cH:28][cH:29][cH:30][cH:31]1.[Na+:45]>>[c:3]1([NH:25][c:26]2[cH:27][cH:28][cH:29][cH:30][cH:31]2)[n:4][cH:5][c:6]([C:9](=[O:10])[O:11][CH2:12][CH3:13])[cH:7][n:8]1. Starting materials: BrCC(O)C1=CC(=CC=C1)Cl (2-bromo-1-(3-chlorophenyl)ethanol), CCCCCCCC(=O)OC(=O)CCCCCCC (n-caprylic anhydride), C(CCCCCCCCCCC)(=O)OC=C (vinyl laurate), C(C)(C)OC(C)C (isopropyl ether). Product: BrC[C@H](O)C1=CC(=CC=C1)Cl ((R)-2-bromo-1-(3-chlorophenyl)ethanol). RXN SMILES: [Br:1][CH2:2][CH:3]([C:5]1[CH:10]=[CH:9][CH:8]=[C:7]([Cl:11])[CH:6]=1)[OH:4].CCCCCCCC(OC(CCCCCCC)=O)=O.C(OC=C)(=O)CCCCCCCCCCC.C(OC(C)C)(C)C>>[Br:1][CH2:2][C@@H:3]([C:5]1[CH:10]=[CH:9][CH:8]=[C:7]([Cl:11])[CH:6]=1)[OH:4]. Procedure details: To a mixture of 100 mg (0.4 mmol) of 2-bromo-1-(3-chlorophenyl)ethanol, 10 mg of TOYOCHIMU LIP (available from Toyobo Co., Ltd.) and 100 mg (0.31 mmol) of n-caprylic anhydride or 61 mg (0.27 mmol) of vinyl laurate as an acylating agent was added isopropyl ether to make the total volume 1 ml. The reaction mixtures were respectively allowed to undergo reaction at a temperature of 27° C. for 30 hours. After the termination of the reaction, the reaction system was subjected to centrifugal filtration...